describe an organic reaction: reactants, conditions, products, and yield From a dataset of the Open Reaction Database (ORD), a public repository of structured organic reaction records. The reactants are O=C(n1ccnc1)n1ccnc1, COC(=O)C(O)CNc1cc(F)c2c(c1)oc(=O)n2C(C)C. Product: COC(=O)C1CN(c2cc(F)c3c(c2)oc(=O)n3C(C)C)C(=O)O1. RXN SMILES: [C:23](=[O:24])([n:25]1[cH:26][cH:27][n:28][cH:29]1)[n:30]1[cH:31][cH:32][n:33][cH:34]1.[F:1][c:2]1[cH:3][c:4]([NH:15][CH2:16][CH:17]([C:18](=[O:19])[O:20][CH3:21])[OH:22])[cH:5][c:6]2[c:7]1[n:8]([CH:12]([CH3:13])[CH3:14])[c:9](=[O:11])[o:10]2>>[F:1][c:2]1[cH:3][c:4]([N:15]2[CH2:16][CH:17]([C:18](=[O:19])[O:20][CH3:21])[O:22][C:23]2=[O:24])[cH:5][c:6]2[c:7]1[n:8]([CH:12]([CH3:13])[CH3:14])[c:9](=[O:11])[o:10]2. Reactants: C(=O)(O)C(O)C1C=2C=CC=CC2C=2NC(C=3N(C21)C=CN3)=O (10-(1-carboxy-1-hydroxymethyl)-5H, 10H-imidazo[1,2-a]indeno[1,2-e]pyrazin-4-one), [H-].[Na+] (sodium hydride), CNC(NC1=CC=2CC3=C(NC(C=4N3C=CN4)=O)C2C=C1)=O (8-(3-methylureido)-5H,10H-imidazo[1,2-a]indeno[1,2-e]pyrazin-4-one), O.C(C=O)(=O)O (glyoxylic acid monohydrate), Cl (hydrochloric acid). Solvent: CS(=O)C (dimethyl sulphoxide), O (water). Product: C(=O)(O)C(O)C1C=2C=C(C=CC2C=2NC(C=3N(C21)C=CN3)=O)NC(=O)NC (10-(1-carboxy-1-hydroxymethyl)-8-(3-methylureido)-5H,10H-imidazo[1,2-a]indeno[1,2-e]pyrazin-4-one). RXN SMILES: [C:1]([CH:4]([CH:6]1[C:18]2[N:17]3[CH:19]=[CH:20][N:21]=[C:16]3[C:15](=[O:22])[NH:14][C:13]=2[C:12]2[CH:11]=[CH:10][CH:9]=[CH:8][C:7]1=2)[OH:5])([OH:3])=[O:2].[CH3:23][NH:24][C:25](=[O:44])[NH:26]C1C=CC2C3NC(=O)C4N(C=CN=4)C=3CC=2C=1.O.C(O)(=O)C=O.[H-].[Na+].Cl>O.CS(C)=O>[C:1]([CH:4]([CH:6]1[C:18]2[N:17]3[CH:19]=[CH:20][N:21]=[C:16]3[C:15](=[O:22])[NH:14][C:13]=2[C:12]2[CH:11]=[CH:10][C:9]([NH:26][C:25]([NH:24][CH3:23])=[O:44])=[CH:8][C:7]1=2)[OH:5])([OH:3])=[O:2] |f:2.3,4.5|. Reported procedure: The process is performed as in Example 15 for the preparation of 10-(1-carboxy-1-hydroxymethyl)-5H, 10H-imidazo[1,2-a]indeno[1,2-e]pyrazin-4-one but starting with 2 g of 8-(3-methylureido)-5H,10H-imidazo[1,2-a]indeno[1,2-e]pyrazin-4-one, 32 ml of dimethyl sulphoxide, 0.93 g of glyoxylic acid monohydrate and 1.11 g of sodium hydride. After treatment of the reaction mixture with acetic acid (2.4 ml), the suspension is filtered and 100 ml of acetone are added to the filtrate. The greyish precipitat... Reactants: COc1ccccc1S(=O)(=O)N(C)c1cccc2cc(C(N)=O)[nH]c12, COc1ccc(P2(=S)SP(=S)(c3ccc(OC)cc3)S2)cc1, C1CCOC1. Product: COc1ccccc1S(=O)(=O)N(C)c1cccc2cc(C(N)=S)[nH]c12. Reaction SMILES: [CH3:1][O:2][c:3]1[c:4]([S:9](=[O:10])(=[O:11])[N:12]([c:13]2[cH:14][cH:15][cH:16][c:17]3[cH:18][c:19]([C:22](=[O:23])[NH2:24])[nH:20][c:21]23)[CH3:25])[cH:5][cH:6][cH:7][cH:8]1.[CH3:26][O:27][c:28]1[cH:29][cH:30][c:31]([P:32]2(=[S:35])[S:33][P:34]([c:36]3[cH:37][cH:38][c:39]([O:40][CH3:41])[cH:42][cH:43]3)(=[S:44])[S:45]2)[cH:46][cH:47]1.[O:48]1[CH2:49][CH2:50][CH2:51][CH2:52]1>>[CH3:1][O:2][c:3]1[c:4]([S:9](=[O:10])(=[O:11])[N:12]([c:13]2[cH:14][cH:15][cH:16][c:17]3[cH:18][c:19]([C:22]([NH2:24])=[S:35])[nH:20][c:21]23)[CH3:25])[cH:5][cH:6][cH:7][cH:8]1. Starting materials: SC1=C2NC=NC2=NC=N1 (6-mercaptopurine), N1C(N)=NC=2N=NNC2C1=O (8-azaguanine), FC1=NC(=C2NC=NC2=N1)N (2-fluoroadenine). Yields the product N1=CN=C2N=CNC2=C1 (Purine). As a reaction SMILES: S[C:2]1[N:10]=[CH:9][N:8]=[C:7]2[C:3]=1[NH:4][CH:5]=[N:6]2.N1C(=O)C2NN=NC=2N=C1N.FC1N=C2C(NC=N2)=C(N)N=1>>[N:10]1[CH:2]=[C:3]2[C:7]([N:6]=[CH:5][NH:4]2)=[N:8][CH:9]=1. Reported procedure: 6-mercaptopurine, 8-azaguanine, 2-fluoroadenine The product is CCOCc1nc2cnc3ccc(OCc4ccccc4)cc3c2n1CC(C)(C)N. The reactants are CCOCc1nc2cnc3ccc(OCc4ccccc4)cc3c2n1CC(C)(C)NC(=O)OC(C)(C)C, CCO, Cl. Reaction SMILES: [CH2:2]([c:3]1[cH:4][cH:5][cH:6][cH:7][cH:8]1)[O:9][c:10]1[cH:11][c:12]2[c:13]3[c:14]([cH:15][n:16][c:17]2[cH:18][cH:19]1)[n:20][c:21]([CH2:35][O:36][CH2:37][CH3:38])[n:22]3[CH2:23][C:24]([CH3:25])([CH3:26])[NH:27][C:28](=[O:29])[O:30][C:31]([CH3:32])([CH3:33])[CH3:34].[CH3:39][CH2:40][OH:41].[ClH:1]>>[CH2:2]([c:3]1[cH:4][cH:5][cH:6][cH:7][cH:8]1)[O:9][c:10]1[cH:11][c:12]2[c:13]3[c:14]([cH:15][n:16][c:17]2[cH:18][cH:19]1)[n:20][c:21]([CH2:35][O:36][CH2:37][CH3:38])[n:22]3[CH2:23][C:24]([CH3:25])([CH3:26])[NH2:27].